From a dataset of the Open Reaction Database (ORD), a public repository of structured organic reaction records. describe an organic reaction: reactants, conditions, products, and yield The reactants are C1=CC=CC=2C3=CC=CC=C3C(C12)=O (9-fluorenone), O=C[C@H](O)[C@@H](O)[C@H](O)[C@H](O)CO (glucose), resultant mixture, [N+](=O)([O-])C1=C(C=CC=C1)N=NC1=C(C=CC(=C1)C)O (2-nitro-2'-hydroxy-5'-methyl azobenzene), N(=NC1=CC=CC=C1)C1=CC=CC=C1 (azobenzene). The solvent is O (water), CO (methanol). Product: OC1=C(C=C(C=C1)C)N1N=C2C(=[N+]1[O-])C=CC=C2 (2-(2'-hydroxy-5'-methylphenyl)benzotriazole-N-oxide). RXN SMILES: [N+:1]([C:4]1[CH:9]=[CH:8][CH:7]=[CH:6][C:5]=1[N:10]=[N:11][C:12]1[CH:17]=[C:16]([CH3:18])[CH:15]=[CH:14][C:13]=1[OH:19])([O-])=[O:2].C1C2C(=O)C3C(=CC=CC=3)C=2C=CC=1.O=C[C@@H]([C@H]([C@@H]([C@@H](CO)O)O)O)O.N(C1C=CC=CC=1)=NC1C=CC=CC=1>O.CO>[OH:19][C:13]1[CH:14]=[CH:15][C:16]([CH3:18])=[CH:17][C:12]=1[N:11]1[N+:1]([O-:2])=[C:4]2[CH:9]=[CH:8][CH:7]=[CH:6][C:5]2=[N:10]1. Procedure details: A mixture of methanol 60 ml, water 30 ml, 97% sodium hydroxide, 12.4 g and 2-nitro-2'-hydroxy-5'-methyl azobenzene 12.9 g was heated and stirred at 45°~50° C. 9-fluorenone 1.0 g and then glucose 5.5 g were added to the resultant mixture over 30 minutes while stirring. The mixture was further stirred at 75° C. (boiling point) for 7 hours. As this result, the azobenzene disappeared to produce 2-(2'-hydroxy-5'-methylphenyl)benzotriazole-N-oxide, thus the reaction of Process (b) being completed. Reactants: OC(=O)C(F)(F)F.C(C1=CC=CC=C1)N1CC2=NC(=C(N=C2CC1)NC(C)C)N1CCC(CC1)OC1=C(C=C(C=C1)F)F (6-benzyl-3-(4-(2,4-difluorophenoxyl)piperidin-1-yl)-N-isopropyl-5,6,7,8-tetrahydropyrido[3,4-b]pyrazin-2-amine TFA salt). Reagents/catalysts: [OH-].[OH-].[Pd+2] (Pd(OH)2 on carbon). Run in C1CCOC1 (THF), CO (MeOH). Run at time 3 hour. Product: FC1=C(OC2CCN(CC2)C2=C(N=C3C(=N2)CNCC3)NC(C)C)C=CC(=C1)F (3-(4-(2,4-difluorophenoxyl)piperidin-1-yl)-N-isopropyl-5,6,7,8-tetrahydropyrido[3,4-b]pyrazin-2-amine), C(=O)(C(F)(F)F)O (TFA). The yield is 455.3%. RXN SMILES: [OH:1][C:2]([C:4]([F:7])([F:6])[F:5])=[O:3].C([N:15]1[CH2:24][CH2:23][C:22]2[C:17](=[N:18][C:19]([N:29]3[CH2:34][CH2:33][CH:32]([O:35][C:36]4[CH:41]=[CH:40][C:39]([F:42])=[CH:38][C:37]=4[F:43])[CH2:31][CH2:30]3)=[C:20]([NH:25][CH:26]([CH3:28])[CH3:27])[N:21]=2)[CH2:16]1)C1C=CC=CC=1>C1COCC1.CO.[OH-].[OH-].[Pd+2]>[F:43][C:37]1[CH:38]=[C:39]([F:42])[CH:40]=[CH:41][C:36]=1[O:35][CH:32]1[CH2:31][CH2:30][N:29]([C:19]2[N:18]=[C:17]3[CH2:16][NH:15][CH2:24][CH2:23][C:22]3=[N:21][C:20]=2[NH:25][CH:26]([CH3:28])[CH3:27])[CH2:34][CH2:33]1.[C:2]([OH:3])([C:4]([F:7])([F:6])[F:5])=[O:1] |f:0.1,4.5.6|. Procedure details: A mixture of 6-benzyl-3-(4-(2,4-difluorophenoxyl)piperidin-1-yl)-N-isopropyl-5,6,7,8-tetrahydropyrido[3,4-b]pyrazin-2-amine TFA salt (73.0 mg, 0.120 mmol) and Pd(OH)2 on carbon (20 wt %, 7 mg, 9.97 μmol) in THF (601 μL) was stirred at rt under an atmosphere of hydrogen (balloon). After 3 h, the mixture was diluted with MeOH, filtered through a pad of Celite™, washing with MeOH, and concentrated to afford the title compound as its TFA salt (62.3 mg, 100%) as a yellow oil, which was used without f... Starting materials: FC(C(=O)O)(F)F.C(CCC)NC1=NC(=C2N=C(NC2=N1)OC)N (N2-butyl-8-methoxy-9H-purine-2,6-diamine trifluoroacetic acid salt), C([O-])([O-])=O.[K+].[K+] (potassium carbonate), BrCC1COCCC1 (3-(bromomethyl)tetrahydro-2H-pyran). The solvent is CN(C=O)C (N,N-dimethylformamide), CN(C=O)C (N,N-dimethylformamide), C(C)(=O)OCC (ethyl acetate). Conditions: temperature 60 celsius, time 1.5 hour. Yields the product C(CCC)NC1=NC(=C2N=C(N(C2=N1)CC1COCCC1)OC)N (N2-Butyl-8-methoxy-9-(tetrahydro-2H-pyran-3-ylmethyl)-9H-purine-2,6-diamine). Yield: 47.1%. Reaction SMILES: FC(F)(F)C(O)=O.[CH2:8]([NH:12][C:13]1[N:21]=[C:20]2[C:16]([N:17]=[C:18]([O:22][CH3:23])[NH:19]2)=[C:15]([NH2:24])[N:14]=1)[CH2:9][CH2:10][CH3:11].C(=O)([O-])[O-].[K+].[K+].Br[CH2:32][CH:33]1[CH2:38][CH2:37][CH2:36][O:35][CH2:34]1>CN(C)C=O.C(OCC)(=O)C>[CH2:8]([NH:12][C:13]1[N:21]=[C:20]2[C:16]([N:17]=[C:18]([O:22][CH3:23])[N:19]2[CH2:32][CH:33]2[CH2:38][CH2:37][CH2:36][O:35][CH2:34]2)=[C:15]([NH2:24])[N:14]=1)[CH2:9][CH2:10][CH3:11] |f:0.1,2.3.4|. Procedure: To a solution of N2-butyl-8-methoxy-9H-purine-2,6-diamine trifluoroacetic acid salt (100 mg) in dry N,N-dimethylformamide (1 ml) at room temperature and under nitrogen was added potassium carbonate (158 mg) in one go. The reaction was stirred at 60° C. for 1.5 hours and then cooled to 50° C. A solution of 3-(bromomethyl)tetrahydro-2H-pyran (56 mg) in dry N,N-dimethylformamide (0.3 ml) was added in one go and the reaction heated at 50° C. for 16 hours. The reaction was diluted with ethyl acetate ...